From a dataset of the Open Reaction Database (ORD), a public repository of structured organic reaction records. describe an organic reaction: reactants, conditions, products, and yield Reported procedure: Diethyl malonate (34.8 g.) was added to a solution of sodium (5.0 g.) in ethanol (500 ml.) and the mixture stirred for a few minutes. 3,3-Dimethyl-1-bromoallene (32.0 g.) was then added dropwise at the ambient temperature after which the mixture was refluxed for 3 hours. The ethanolic solution obtained was poured into an excess of water and the mixture extracted with chloroform (3×200 ml.). The extracts were combined, dried with anhydrous sodium sulphate and evaporated and the residual oil disti... RXN SMILES: [C:1]([O:9][CH2:10][CH3:11])(=[O:8])[CH2:2][C:3]([O:5][CH2:6][CH3:7])=[O:4].[Na].[CH3:13][C:14]([CH3:18])=[C:15]=[CH:16]Br.O>C(O)C>[CH3:13][C:14]([CH3:18])([C:15]#[CH:16])[CH:2]([C:3]([O:5][CH2:6][CH3:7])=[O:4])[C:1]([O:9][CH2:10][CH3:11])=[O:8] |^1:11|. Product: CC(C(C(=O)OCC)C(=O)OCC)(C#C)C (ethyl 3,3-dimethyl-2-ethoxycarbonylpent-4-ynoate). Reactants: O (water), C(CC(=O)OCC)(=O)OCC (Diethyl malonate), [Na] (sodium), CC(=C=CBr)C (3,3-Dimethyl-1-bromoallene). Solvent: C(C)O (ethanol). Starting materials: COc1ccc2[nH]c3c4[nH]c5ccc(OC)cc5c4c4c(c3c2c1)C(=O)N(C)C4=O, CI, CN(C)C=O, [H-], [Na+]. The product is COc1ccc2[nH]c3c(c4c(c5c6cc(OC)ccc6n(C)c35)C(=O)N(C)C4=O)c2c1. RXN SMILES: [CH3:1][O:2][c:3]1[cH:4][c:5]2[c:6]([cH:7][cH:8]1)[nH:9][c:10]1[c:11]2[c:12]2[c:13]([c:14]3[c:15]4[cH:16][c:17]([O:23][CH3:24])[cH:18][cH:19][c:20]4[nH:21][c:22]13)[C:25](=[O:30])[N:26]([CH3:29])[C:27]2=[O:28].[CH3:33][I:34].[CH3:35][N:36]([CH3:37])[CH:38]=[O:39].[H-:31].[Na+:32]>>[CH3:1][O:2][c:3]1[cH:4][c:5]2[c:6]([cH:7][cH:8]1)[nH:9][c:10]1[c:11]2[c:12]2[c:13]([c:14]3[c:15]4[cH:16][c:17]([O:23][CH3:24])[cH:18][cH:19][c:20]4[n:21]([CH3:33])[c:22]13)[C:25](=[O:30])[N:26]([CH3:29])[C:27]2=[O:28]. Starting materials: O1C=C(C=C1)C1(CCCC=2C=COC21)O (4,5,6,7-tetrahydro-7-(3-furyl)-benzofuran-7-ol), C1(=CC=C(C=C1)S(=O)(=O)O)C (p-toluenesulfonic acid). Solvent: C1(=CC=CC=C1)C (toluene). Yields the product O1C=C(C=C1)C1=CCCC=2C=COC21 (4,5-dihydro-7-(3-furyl)benzofuran). Isolated yield 96.2%. As a reaction SMILES: [O:1]1[CH:5]=[CH:4][C:3]([C:6]2(O)[C:14]3[O:13][CH:12]=[CH:11][C:10]=3[CH2:9][CH2:8][CH2:7]2)=[CH:2]1.C1(C)C=CC(S(O)(=O)=O)=CC=1>C1(C)C=CC=CC=1>[O:1]1[CH:5]=[CH:4][C:3]([C:6]2[C:14]3[O:13][CH:12]=[CH:11][C:10]=3[CH2:9][CH2:8][CH:7]=2)=[CH:2]1. Reported procedure: To a mixture of 16.3 g of the above alcohol in 400 ml of toluene was added 100 mg of p-toluenesulfonic acid and the mixture was placed on a Rotovap® and the solvent was distilled in vacuo (40 mm/50° C.) until a brown-red residue was obtained yielding 14.3 g (96%) of 4,5-dihydro-7-(3-furyl)benzofuran as a red oil. Starting materials: C(C)(=O)OCC1=C(N2C(C(C2SC1)NC(CC=1N=C(SC1)C1=C(C=CC=C1)O)=O)=O)C(=O)O (3-[(Acetyloxy)methyl]-7-[[[2-(2-hydroxyphenyl)-4-thiazolyl]acetyl]amino]-8-oxo-5-thia-1-azabicyclo[4.2.0]oct-2-ene-2-carboxylic Acid), C1(=CC=CC=C1)C(C1=CC=CC=C1)OC(=O)C=1N2C(C(C2SCC1C)NC(CC=1N=C(SC1)C1=C(C=CC=C1O)O)=O)=O (7-[[[2-(2,6-Dihydroxyphenyl)-4-thiazolyl]acetyl]amino]-3-methyl-8-oxo-5-thia-1-azabicyclo[4.2.0]oct-2-ene-2-carboxylic Acid Diphenylmethyl Ester), [SiH](CC)(CC)CC (Et3SiH), FC(C(=O)O)(F)F (trifluoroacetic acid). Solvent: C(CCl)Cl (ClCH2CH2Cl). Product: OC1=C(C(=CC=C1)O)C=1SC=C(N1)CC(=O)NC1C2SCC(=C(N2C1=O)C(=O)O)C (7-[[[2-(2,6-Dihydroxyphenyl)-4-thiazolyl]acetyl]amino]-3-methyl-8-oxo-5-thia-1-azabicyclo[4.2.0]oct-2-ene-2-carboxylic Acid). The yield is 98.0%. As a reaction SMILES: C(OCC1CSC2N(C(=O)C2NC(=O)CC2N=C(C3C=CC=CC=3O)SC=2)C=1C(O)=O)(=O)C.C1(C([O:47][C:48]([C:50]2[N:51]3[CH:54]([S:55][CH2:56][C:57]=2[CH3:58])[CH:53]([NH:59][C:60](=[O:75])[CH2:61][C:62]2[N:63]=[C:64]([C:67]4[C:72]([OH:73])=[CH:71][CH:70]=[CH:69][C:68]=4[OH:74])[S:65][CH:66]=2)[C:52]3=[O:76])=[O:49])C2C=CC=CC=2)C=CC=CC=1.[SiH](CC)(CC)CC.FC(F)(F)C(O)=O>C(Cl)CCl>[OH:73][C:72]1[CH:71]=[CH:70][CH:69]=[C:68]([OH:74])[C:67]=1[C:64]1[S:65][CH:66]=[C:62]([CH2:61][C:60]([NH:59][CH:53]2[C:52](=[O:76])[N:51]3[CH:54]2[S:55][CH2:56][C:57]([CH3:58])=[C:50]3[C:48]([OH:49])=[O:47])=[O:75])[N:63]=1. Procedure: The procedure used for the preparation of 9a was repeated with 8h (169 mg, 0.276 mmol), Et3SiH (0.441 mL, 2.76 mmol), and trifluoroacetic acid (0.849 mL, 11.0 mmol) in dry ClCH2CH2Cl (6 mL) at 0° C. under nitrogen to give 9h (121 mg, 98%) as a white solid after crystallization from THF/hexane. mp 155° C. (dec); IR (KBr) 3500-2500 (br), 1768, 1670, 1467 cm-1 ; 1H NMR (DMSO-d6) δ1.97 (3H, s, CH3), 3.31 (1H, d, J=18.0 Hz), 3.51 (1H, d, J=18.0 Hz), 3.76 (2H, s, CH2), 5.00 (1H, d, J=4.5 Hz), 5.57 (1H... Reactants: C(C)(C)(C)OC(=O)N1CCC(CC1)OC1=CC(=C(C=C1)[N+](=O)[O-])NC=1SC(=C(N1)C1=CC(=CC=C1)Cl)C(N)=O (4-{3-[5-carbamoyl-4-(3-chloro-phenyl)-thiazole-2-ylamino]-4-nitro-phenoxy}-piperidine-1-carboxylic acid tert-butyl ester), C(OCC)(OCC)OCC (triethyl orthoformate). Solvent: C(C)(=O)O (acetic acid). Product: C(C)(C)(C)OC(=O)N1CCC(CC1)OC1=CC2=C(N=CN2C=2SC(=C(N2)C2=CC(=CC=C2)Cl)C(N)=O)C=C1 (4-{3-[5-carbamoyl-4-(3-chloro-phenyl)-thiazole-2-yl]-3H-benzoimidazol-5-yloxy}-piperidine-1-carboxylic acid tert-butyl ester). Reaction SMILES: [C:1]([O:5][C:6]([N:8]1[CH2:13][CH2:12][CH:11]([O:14][C:15]2[CH:20]=[CH:19][C:18]([N+:21]([O-])=O)=[C:17]([NH:24][C:25]3[S:26][C:27]([C:37](=[O:39])[NH2:38])=[C:28]([C:30]4[CH:35]=[CH:34][CH:33]=[C:32]([Cl:36])[CH:31]=4)[N:29]=3)[CH:16]=2)[CH2:10][CH2:9]1)=[O:7])([CH3:4])([CH3:3])[CH3:2].[CH:40](OCC)(OCC)OCC>C(O)(=O)C>[C:1]([O:5][C:6]([N:8]1[CH2:13][CH2:12][CH:11]([O:14][C:15]2[CH:20]=[CH:19][C:18]3[N:21]=[CH:40][N:24]([C:25]4[S:26][C:27]([C:37](=[O:39])[NH2:38])=[C:28]([C:30]5[CH:35]=[CH:34][CH:33]=[C:32]([Cl:36])[CH:31]=5)[N:29]=4)[C:17]=3[CH:16]=2)[CH2:10][CH2:9]1)=[O:7])([CH3:4])([CH3:3])[CH3:2]. Procedure: The crude 4-{3-[5-carbamoyl-4-(3-chloro-phenyl)-thiazole-2-ylamino]-4-nitro-phenoxy}-piperidine-1-carboxylic acid tert-butyl ester (VII.21) was dissolved in 4 mL of acetic acid and 0.14 mL (0.84 mmole) of triethyl orthoformate. The mixture was heated at 70 degrees for 2 hours. The reaction mixture was concentrated under reduced pressure. The residue was diluted with ethyl acetate and saturated aqueous sodium carbonate solution. The organic phase was washed with brine, dried over anhydrous magnes... Reactants: COc1ccc2c(c1)C(=O)C(=Cc1ccccc1C(=O)O)C2, C1CCOC1, CCO. Product: COc1ccc2c(c1)C(=O)C(Cc1ccccc1C(=O)O)C2. RXN SMILES: [C:1](=[O:2])([OH:3])[c:4]1[c:5]([CH:10]=[C:11]2[C:12](=[O:22])[c:13]3[cH:14][c:15]([O:20][CH3:21])[cH:16][cH:17][c:18]3[CH2:19]2)[cH:6][cH:7][cH:8][cH:9]1.[CH2:23]1[O:24][CH2:25][CH2:26][CH2:27]1.[CH3:28][CH2:29][OH:30]>>[C:1](=[O:2])([OH:3])[c:4]1[c:5]([CH2:10][CH:11]2[C:12](=[O:22])[c:13]3[cH:14][c:15]([O:20][CH3:21])[cH:16][cH:17][c:18]3[CH2:19]2)[cH:6][cH:7][cH:8][cH:9]1. The reactants are ClC=1C(=NN(C1)C)C(=O)O (4-chloro-1-methyl-1H-pyrazole-3-carboxylic acid), NC=1C=C(OC=2C=CC=3N(N2)C=C(N3)NC(=O)C3CC3)C=CC1C (N-[6-(3-amino-4-methylphenoxy)imidazo[1,2-b]pyridazin-2-yl]cyclopropanecarboxamide), O1CCCC1 (tetrahydrofuran), C(C(=O)Cl)(=O)Cl (oxalyl chloride). Reagents/catalysts: CN(C=O)C (N,N-dimethylformamide). Solvent: CN(C(C)=O)C (N,N-dimethylacetamide). Product: ClC=1C(=NN(C1)C)C(=O)NC1=C(C=CC(=C1)OC=1C=CC=2N(N1)C=C(N2)NC(=O)C2CC2)C (4-chloro-N-[5-({2-[(cyclopropylcarbonyl)amino]imidazo[1,2-b]pyridazin-6-yl}oxy)-2-methylphenyl]-1-methyl-1H-pyrazole-3-carboxamide). Yield: 81.4%. RXN SMILES: [Cl:1][C:2]1[C:3]([C:8]([OH:10])=O)=[N:4][N:5]([CH3:7])[CH:6]=1.O1CCCC1.C(Cl)(=O)C(Cl)=O.[NH2:22][C:23]1[CH:24]=[C:25]([CH:42]=[CH:43][C:44]=1[CH3:45])[O:26][C:27]1[CH:28]=[CH:29][C:30]2[N:31]([CH:33]=[C:34]([NH:36][C:37]([CH:39]3[CH2:41][CH2:40]3)=[O:38])[N:35]=2)[N:32]=1>CN(C)C=O.CN(C)C(=O)C>[Cl:1][C:2]1[C:3]([C:8]([NH:22][C:23]2[CH:24]=[C:25]([O:26][C:27]3[CH:28]=[CH:29][C:30]4[N:31]([CH:33]=[C:34]([NH:36][C:37]([CH:39]5[CH2:40][CH2:41]5)=[O:38])[N:35]=4)[N:32]=3)[CH:42]=[CH:43][C:44]=2[CH3:45])=[O:10])=[N:4][N:5]([CH3:7])[CH:6]=1. Procedure: In the same manner as in Example 259 and using 4-chloro-1-methyl-1H-pyrazole-3-carboxylic acid (130 mg, 0.80 mmol), tetrahydrofuran (5 mL), N,N-dimethylformamide (1 drop), oxalyl chloride (170 μL, 2.0 mmol), N-[6-(3-amino-4-methylphenoxy)imidazo[1,2-b]pyridazin-2-yl]cyclopropanecarboxamide (200 mg, 0.62 mmol) and N,N-dimethylacetamide (7 mL) as starting materials, the title compound (235 mg, 82%) was obtained as a white solid. The reactants are 1C, O1COC2=C1C=CC(=C2)O (1,3-benzodioxol-5-ol), FC1=CC=C(C=C1)O (4-fluorophenol), BrC1=C2C(C(N(C2=CC=C1)CCCCC)=O)=O (4-bromo-1-pentyl-1H-indole-2,3-dione), C(CCCC)N1C(C(C2=CC=CC=C12)=O)=O (1-pentyl-1H-indole-2,3-dione). The product is FC=1C=CC(=C(C1)C1(C(N(C2=CC=CC=C12)CCCCC)=O)O)O (3-(5-fluoro-2-hydroxyphenyl)-3-hydroxy-1-pentyl-1,3-dihydro-2H-indol-2-one). Reaction SMILES: Br[C:2]1[CH:10]=[CH:9][CH:8]=[C:7]2[C:3]=1[C:4](=[O:17])[C:5](=[O:16])[N:6]2[CH2:11][CH2:12][CH2:13][CH2:14][CH3:15].C(N1C2C(=CC=CC=2)C(=O)C1=O)CCCC.O1C2C=CC(O)=CC=2OC1.[F:44][C:45]1[CH:50]=[CH:49][C:48]([OH:51])=[CH:47][CH:46]=1>>[F:44][C:45]1[CH:46]=[CH:47][C:48]([OH:51])=[C:49]([C:4]2([OH:17])[C:3]3[C:7](=[CH:8][CH:9]=[CH:10][CH:2]=3)[N:6]([CH2:11][CH2:12][CH2:13][CH2:14][CH3:15])[C:5]2=[O:16])[CH:50]=1. Reported procedure: Following the procedure as described in PREPARATION 1C, and making non-critical variations to replace 4-bromo-1-pentyl-1H-indole-2,3-dione with 1-pentyl-1H-indole-2,3-dione, and 1,3-benzodioxol-5-ol with 4-fluorophenol, the title compound was obtained (53%): 1H NMR (300 MHz, CDCl3) δ 9.42-9.14 (br, 1H), 7.53-6.86 (m, 6H), 6.56-6.48 (m, 1H), 4.58-4.28 (br, 1H), 3.79-3.58 (m, 2H), 1.77-1.61 (m, 2H), 1.41-1.24 (m, 4H), 0.87 (t, 3H); MS (ES+) m/z 312 (M−17), 352 (M+23). Starting materials: C[N+]1(CCOCC1)[O-] (NMMO), BrCC=1C(=C(C(=O)OC)C=CC1)[N+](=O)[O-] (Methyl 3-(bromomethyl)-2-nitrobenzoate). Solvent: CC#N (MeCN), CCOC(=O)C (EtOAc). Run at time 1.5 hour. The product is C(=O)C=1C(=C(C(=O)OC)C=CC1)[N+](=O)[O-] (Methyl 3-formyl-2-nitrobenzoate). As a reaction SMILES: Br[CH2:2][C:3]1[C:4]([N+:13]([O-:15])=[O:14])=[C:5]([CH:10]=[CH:11][CH:12]=1)[C:6]([O:8][CH3:9])=[O:7].C[N+]1([O-])CC[O:20]CC1>CC#N.CCOC(C)=O>[CH:2]([C:3]1[C:4]([N+:13]([O-:15])=[O:14])=[C:5]([CH:10]=[CH:11][CH:12]=1)[C:6]([O:8][CH3:9])=[O:7])=[O:20]. Procedure: To a mixture of (A2) (1.0 eq.) and 4 Å mol. sieves (15 g) in MeCN (0.2M) at RT was added NMMO (2.0 eq.) and the reaction mixture was stirred for 1.5 hr under N2 atmosphere. Then, the mixture was diluted with EtOAc, filtered and the filtrate was washed with H2O, 1N HCl, brine and dried (Na2SO4). Evaporation of the solvent gave (A3) as a white solid which was used in the next step without further purification. 1H NMR (400 MHz, CDCl3, 300K) δ 9.96 (1H, s), 8.26 (1H, d, J=7.9 Hz), 8.18 (1H, d, J=7.9... Starting materials: BrCCCCCCCCCC(=O)O (10-Bromodecanoic acid), C1(=CC=CC=C1)P(C1=CC=CC=C1)C1=CC=CC=C1 (triphenylphosphine). Run at temperature 150 celsius, time 24 hour. The product is [Br-].C(=O)(O)CCCCCCCCC[P+](C1=CC=CC=C1)(C1=CC=CC=C1)C1=CC=CC=C1 ((9-carboxynonyl)triphenylphosphonium bromide). The yield is 100.0%. RXN SMILES: [Br:1][CH2:2][CH2:3][CH2:4][CH2:5][CH2:6][CH2:7][CH2:8][CH2:9][CH2:10][C:11]([OH:13])=[O:12].[C:14]1([P:20]([C:27]2[CH:32]=[CH:31][CH:30]=[CH:29][CH:28]=2)[C:21]2[CH:26]=[CH:25][CH:24]=[CH:23][CH:22]=2)[CH:19]=[CH:18][CH:17]=[CH:16][CH:15]=1>>[Br-:1].[C:11]([CH2:10][CH2:9][CH2:8][CH2:7][CH2:6][CH2:5][CH2:4][CH2:3][CH2:2][P+:20]([C:21]1[CH:22]=[CH:23][CH:24]=[CH:25][CH:26]=1)([C:27]1[CH:32]=[CH:31][CH:30]=[CH:29][CH:28]=1)[C:14]1[CH:15]=[CH:16][CH:17]=[CH:18][CH:19]=1)([OH:13])=[O:12] |f:2.3|. Procedure details: 10-Bromodecanoic acid (19.65 g, 78.24 mmol) and triphenylphosphine (21.45 g, 81.78 mmol) were mixed and stirred at 150° C. for 24 h. Wittig reagent B2 as light yellow syrup was obtained in 100% yield and used without further purification.